This data is from the Open Reaction Database (ORD), a public repository of structured organic reaction records. The task is: describe an organic reaction: reactants, conditions, products, and yield Reactants: COCCOC1=CC=C2C(=CNC2=C1)C(C[N+](=O)[O-])C=1C(=C(C=CC1)NC(OCC1=CC=CC=C1)=O)C (benzyl 3-(1-(6-(2-methoxyethoxy)-1H-indol-3-yl)-2-nitroethyl)-2-methylphenylcarbamate), [Cl-].[NH4+] (ammonium chloride). Reagents/catalysts: [Zn] (zinc). Solvent: O1CCCC1 (tetrahydrofuran), CO (methanol), C(C)(=O)OCC (ethyl acetate). Run at time 4.5 hour. The product is NCC(C1=CNC2=CC(=CC=C12)OCCOC)C=1C(=C(C=CC1)NC(OCC1=CC=CC=C1)=O)C (Benzyl 3-(2-amino-1-(6-(2-methoxyethoxy)-1H-indol-3-yl)ethyl)-2-methylphenylcarbamate). Isolated yield 100.0%. Reaction SMILES: [CH3:1][O:2][CH2:3][CH2:4][O:5][C:6]1[CH:14]=[C:13]2[C:9]([C:10]([CH:15]([C:20]3[C:21]([CH3:37])=[C:22]([NH:26][C:27](=[O:36])[O:28][CH2:29][C:30]4[CH:35]=[CH:34][CH:33]=[CH:32][CH:31]=4)[CH:23]=[CH:24][CH:25]=3)[CH2:16][N+:17]([O-])=O)=[CH:11][NH:12]2)=[CH:8][CH:7]=1.[Cl-].[NH4+]>O1CCCC1.CO.C(OCC)(=O)C.[Zn]>[NH2:17][CH2:16][CH:15]([C:20]1[C:21]([CH3:37])=[C:22]([NH:26][C:27](=[O:36])[O:28][CH2:29][C:30]2[CH:35]=[CH:34][CH:33]=[CH:32][CH:31]=2)[CH:23]=[CH:24][CH:25]=1)[C:10]1[C:9]2[C:13](=[CH:14][C:6]([O:5][CH2:4][CH2:3][O:2][CH3:1])=[CH:7][CH:8]=2)[NH:12][CH:11]=1 |f:1.2|. Reported procedure: A mixture of benzyl 3-(1-(6-(2-methoxyethoxy)-1H-indol-3-yl)-2-nitroethyl)-2-methylphenylcarbamate (1.75 g, 3.48 mmol), ammonium chloride (2.79 g, 52.1 mmol), and zinc dust (3.41 g, 52.1 mmol) in tetrahydrofuran (35 mL) and methanol (35 mL) was stirred at room temperature for 4.5 hr. The mixture was diluted with ethyl acetate (40 mL) and filtered through CELITE®. The filtrate was concentrated under vacuum, and the residue was diluted with water (40 mL), basified with saturated NaHCO3 solution, a...